Dataset: the Open Reaction Database (ORD), a public repository of structured organic reaction records. Task: describe an organic reaction: reactants, conditions, products, and yield Procedure details: Fifty g of 4-chlorophenylhydrazine hydrochloride and 40 g of ammonium thiocyanate were added to 250 ml of denatured ethanol and the mixture was stirred under reflux for 16 hours. It was then filtered while still hot and the filter cake was washed with about 100 ml of hot ethanol. As the filtrate cooled, the product began to crystallize, and it was collected and recrystallized from denatured ethanol to obtain 32.7 g of the desired intermediate, m.p. 200°-201°. The solvent is C(C)O (ethanol). The reactants are Cl.ClC1=CC=C(C=C1)NN (4-chlorophenylhydrazine hydrochloride), [S-]C#N.[NH4+] (ammonium thiocyanate). RXN SMILES: Cl.[Cl:2][C:3]1[CH:8]=[CH:7][C:6]([NH:9][NH2:10])=[CH:5][CH:4]=1.[S-:11][C:12]#[N:13].[NH4+]>C(O)C>[Cl:2][C:3]1[CH:8]=[CH:7][C:6]([NH:9][NH:10][C:12]([NH2:13])=[S:11])=[CH:5][CH:4]=1 |f:0.1,2.3|. Yields the product ClC1=CC=C(C=C1)NNC(=S)N (1-(4-chlorophenyl)thiosemicarbazide). Starting materials: C1=C(C=CC2=CC=CC=C12)C(=O)O (2-naphthalenecarboxylic acid), C(C(=O)Cl)(=O)Cl (oxalyl dichloride), NCC(=O)N(C1=CC=CC=C1)C1=CC=CC=C1 (2-amino-N,N-diphenylacetamide). The solvent is C(C)N(CC)CC (triethylamine). The product is C1(=CC=CC=C1)N(C(=O)CNC(=O)C1=CC2=CC=CC=C2C=C1)C1=CC=CC=C1 (N-(diphenylcarbamoylmethyl)-2-naphthalenecarboxamide). Isolated yield 59.5%. Reaction SMILES: [CH:1]1[C:10]2[C:5](=[CH:6][CH:7]=[CH:8][CH:9]=2)[CH:4]=[CH:3][C:2]=1[C:11]([OH:13])=O.C(Cl)(=O)C(Cl)=O.[NH2:20][CH2:21][C:22]([N:24]([C:31]1[CH:36]=[CH:35][CH:34]=[CH:33][CH:32]=1)[C:25]1[CH:30]=[CH:29][CH:28]=[CH:27][CH:26]=1)=[O:23]>C(N(CC)CC)C>[C:25]1([N:24]([C:31]2[CH:36]=[CH:35][CH:34]=[CH:33][CH:32]=2)[C:22]([CH2:21][NH:20][C:11]([C:2]2[CH:3]=[CH:4][C:5]3[C:10](=[CH:9][CH:8]=[CH:7][CH:6]=3)[CH:1]=2)=[O:13])=[O:23])[CH:26]=[CH:27][CH:28]=[CH:29][CH:30]=1. Reported procedure: Working in a manner similar to that described in Example 9, but starting with 2-naphthalenecarboxylic acid (0.95 g), oxalyl dichloride (0.7 g), 2-amino-N,N-diphenylacetamide (1.2 g) and triethylamine (0.8 g), and after recrystallization in acetonitrile, N-(diphenylcarbamoylmethyl)-2-naphthalenecarboxamide (1.2 g), m.p. 205° C., is obtained. The reactants are Brc1ccc(C2OCCO2)s1, [Li]CCCC, CCOC(C)=O, Fc1ccc(CBr)cc1, C1CCOC1, O. Yields the product Fc1ccc(Cc2ccc(C3OCCO3)s2)cc1. Reaction SMILES: [Br:6][c:7]1[cH:8][cH:9][c:10]([CH:12]2[O:13][CH2:14][CH2:15][O:16]2)[s:11]1.[CH2:1]([Li:2])[CH2:3][CH2:4][CH3:5].[CH3:32][CH2:33][O:34][C:35](=[O:36])[CH3:37].[F:17][c:18]1[cH:19][cH:20][c:21]([CH2:22][Br:23])[cH:24][cH:25]1.[O:27]1[CH2:28][CH2:29][CH2:30][CH2:31]1.[OH2:26]>>[c:7]1([CH2:22][c:21]2[cH:20][cH:19][c:18]([F:17])[cH:25][cH:24]2)[cH:8][cH:9][c:10]([CH:12]2[O:13][CH2:14][CH2:15][O:16]2)[s:11]1. The reactants are [H-].[Na+] (NaH), C(C)C=1C(=CC(=C(C=O)C1)C)O (5-ethyl-4-hydroxy-2-methyl-benzaldehyde), COCCOCCl (2-Methoxyethoxymethyl chloride). The solvent is C1CCOC1 (THF), C1CCOC1 (THF). Conditions: time 30 minute. Product: C(C)C=1C(=CC(=C(C=O)C1)C)OCOCCOC (5-Ethyl-4-(2-methoxy-ethoxymethoxy)-2-methyl-benzaldehyde). Isolated yield 64.1%. RXN SMILES: [CH2:1]([C:3]1[C:4]([OH:12])=[CH:5][C:6]([CH3:11])=[C:7]([CH:10]=1)[CH:8]=[O:9])[CH3:2].[H-].[Na+].[CH3:15][O:16][CH2:17][CH2:18][O:19][CH2:20]Cl>C1COCC1>[CH2:1]([C:3]1[C:4]([O:12][CH2:15][O:16][CH2:17][CH2:18][O:19][CH3:20])=[CH:5][C:6]([CH3:11])=[C:7]([CH:10]=1)[CH:8]=[O:9])[CH3:2] |f:1.2|. Reported procedure: A solution of 5-ethyl-4-hydroxy-2-methyl-benzaldehyde (0.9 g, 5.5 mmol) dissolved in THF (10 mL) was added to a cooled 0° C. suspension of NaH (0.29 g, 7.2 mmol, 60% dispersion in mineral oil) in THF (5 ml). After the addition was complete the reaction mixture was warmed up to room temperature and stirred for 30 mins. 2-Methoxyethoxymethyl chloride (0.82 mL, 7.1 mmol) was added and the reaction was stirred for 4 hours. The reaction mixture was quenched with 1N HCl and extracted with EtOAc. The o... Starting materials: Cl (hydrochloric acid), C(C)(C)(C)OC(=O)NCC(=O)N[C@@H]1C[C@H](N(C1)C(=O)OC(C)(C)C)C(=O)N1CCN(CC1)C1=CC=C(C=C1)Cl (1-[trans-4-(N-tert-butoxycarbonylglycylamino)-N-tert-butoxycarbonyl-L-prolyl]-4-(4-chlorophenyl)piperazine). Solvent: O1CCOCC1 (1,4-dioxane), O1CCOCC1 (1,4-dioxane). Reaction conditions: time 50 minute. The product is Cl.Cl.NCC(=O)N[C@@H]1C[C@H](NC1)C(=O)N1CCN(CC1)C1=CC=C(C=C1)Cl (1-(trans-4-Glycylamino-L-Prolyl)-4-(4-Chlorophenyl)piperazine Dihydrochloride). RXN SMILES: [ClH:1].C(OC([NH:9][CH2:10][C:11]([NH:13][C@H:14]1[CH2:18][N:17](C(OC(C)(C)C)=O)[C@H:16]([C:26]([N:28]2[CH2:33][CH2:32][N:31]([C:34]3[CH:39]=[CH:38][C:37]([Cl:40])=[CH:36][CH:35]=3)[CH2:30][CH2:29]2)=[O:27])[CH2:15]1)=[O:12])=O)(C)(C)C>O1CCOCC1>[ClH:40].[ClH:1].[NH2:9][CH2:10][C:11]([NH:13][C@H:14]1[CH2:18][NH:17][C@H:16]([C:26]([N:28]2[CH2:33][CH2:32][N:31]([C:34]3[CH:35]=[CH:36][C:37]([Cl:40])=[CH:38][CH:39]=3)[CH2:30][CH2:29]2)=[O:27])[CH2:15]1)=[O:12] |f:3.4.5|. Procedure details: A solution of 4 N hydrochloric acid in 1,4-dioxane (6 mL) was added to a solution of 1-[trans-4-(N-tert-butoxycarbonylglycylamino)-N-tert-butoxycarbonyl-L-prolyl]-4-(4-chlorophenyl)piperazine (A, 210 mg) in 1,4-dioxane (6 mL) at room temperature. After stirring at room temperature for 50 min, the reaction mixture was evaporated in vacuo. The residue was washed with ether to give the titled compound (106 mg) as a white powder: 1H NMR (400 MHz, D2O) δ 2.48 (quintet, J=7.3 Hz, 1H), 2.64 (m, 1H), 3.... Starting materials: [N+](=O)([O-])C1=C(C(=O)NC2=NN=NN2)C=CC=C1 (2-nitro-N-(1H-tetrazol-5-yl)benzamide), [OH-].[Na+] (sodium hydroxide), [H][H] (hydrogen). Procedure: A solution was prepared from 19 g of 2-nitro-N-(1H-tetrazol-5-yl)benzamide in 100 ml of aqueous 1 N sodium hydroxide and 100 ml of ethanol. A 0.5-gram quantity of 5% Pd/C catalyst was added and the mixture was hydrogenated in a Parr apparatus at 1520 mm Hg pressure until uptake of hydrogen stopped. The catalyst was removed by filtration and the filtrate was treated with aqueous 1 N hydrochloric acid. The white solid which formed was separated by filtration and dried to give 2-amino-N-(1H-tetrazo... The product is NC1=C(C(=O)NC2=NN=NN2)C=CC=C1 (2-amino-N-(1H-tetrazol-5-yl)benzamide). As a reaction SMILES: [N+:1]([C:4]1[CH:17]=[CH:16][CH:15]=[CH:14][C:5]=1[C:6]([NH:8][C:9]1[NH:13][N:12]=[N:11][N:10]=1)=[O:7])([O-])=O.[OH-].[Na+].[H][H]>[Pd].C(O)C>[NH2:1][C:4]1[CH:17]=[CH:16][CH:15]=[CH:14][C:5]=1[C:6]([NH:8][C:9]1[NH:13][N:12]=[N:11][N:10]=1)=[O:7] |f:1.2|. The solvent is C(C)O (ethanol). The reagents and catalysts are [Pd] (Pd/C). RXN SMILES: [CH2:1]([N:3]1[C:7]2=[N:8][C:9]3[C:14]([C:15](Cl)=[C:6]2[CH:5]=[N:4]1)=[CH:13][CH:12]=[CH:11][CH:10]=3)[CH3:2].[CH3:17][O:18][C:19]1[CH:26]=[CH:25][C:22]([CH2:23][NH2:24])=[CH:21][CH:20]=1.CS(C)=O.Cl>CO.C(OCC)(=O)C>[CH2:1]([N:3]1[C:7]2=[N:8][C:9]3[C:14]([C:15]([NH:24][CH2:23][C:22]4[CH:25]=[CH:26][C:19]([O:18][CH3:17])=[CH:20][CH:21]=4)=[C:6]2[CH:5]=[N:4]1)=[CH:13][CH:12]=[CH:11][CH:10]=3)[CH3:2]. Solvent: C(C)(=O)OCC (ethyl acetate), C(C)(=O)OCC (ethyl acetate), CO (methanol). Procedure details: A mixture of 1-ethyl-4-chloro-1H-pyrazolo[3,4-b]quinoline (10 g, 0.043 mol), 4-methoxybenzylamine (13.0 g, 0.095 mol) and DMSO (75 ml) was heated at reflux overnight and then was allowed to stand for about 2 days. The reaction mixture was poured into ice-water and the resulting gum was treated with ethyl acetate. The product which oiled out of the ethyl acetate was separated and then was dissolved in CH2Cl2. The CH2Cl2 layer was washed with water, then brine and then was dried over MgSO4 and eva... The reactants are C(C)N1N=CC=2C1=NC1=CC=CC=C1C2Cl (1-ethyl-4-chloro-1H-pyrazolo[3,4-b]quinoline), COC1=CC=C(CN)C=C1 (4-methoxybenzylamine), CS(=O)C (DMSO), ice water, Cl (HCl). Reaction conditions: time 2 day. Yield: 86.8%. The product is C(C)N1N=CC=2C1=NC1=CC=CC=C1C2NCC2=CC=C(C=C2)OC (1-ethyl-N-(4-methoxy phenylmethyl)-1H-pyrazolo[3,4-b]quinolin-4-amine). Starting materials: C(=CC)C=1C=CC=C(C1C(=O)OCC[Si](C)(C)C)O (2-trimethylsilylethyl 6-(1-propenyl)salicylate), COC1=NC(=NC(=C1)OC)S(=O)(=O)C (4,6-dimethoxy-2-methylsulfonylpyrimidine), C([O-])([O-])=O.[K+].[K+] (potassium carbonate), CN(C=O)C (N,N-dimethylformamide), CN(C=O)C (DMF), CN(C=O)C (DMF), resultant mixture. Run in C(C)(=O)OCC (ethyl acetate). Product: COC1=NC(=NC(=C1)OC)OC1=C(C(=O)OCC[Si](C)(C)C)C(=CC=C1)C=CC (2-trimethylsilylethyl 2-[(4,6-dimethoxypyrimidin-2-yl)oxy]-6-(1-propenyl)benzoate). The yield is 43.6%. RXN SMILES: [CH:1]([C:4]1[CH:5]=[CH:6][CH:7]=[C:8]([OH:19])[C:9]=1[C:10]([O:12][CH2:13][CH2:14][Si:15]([CH3:18])([CH3:17])[CH3:16])=[O:11])=[CH:2][CH3:3].[CH3:20][O:21][C:22]1[CH:27]=[C:26]([O:28][CH3:29])[N:25]=[C:24](S(C)(=O)=O)[N:23]=1.C(=O)([O-])[O-].[K+].[K+].CN(C)C=O>C(OCC)(=O)C>[CH3:20][O:21][C:22]1[CH:27]=[C:26]([O:28][CH3:29])[N:25]=[C:24]([O:19][C:8]2[CH:7]=[CH:6][CH:5]=[C:4]([CH:1]=[CH:2][CH3:3])[C:9]=2[C:10]([O:12][CH2:13][CH2:14][Si:15]([CH3:16])([CH3:18])[CH3:17])=[O:11])[N:23]=1 |f:2.3.4|. Procedure details: In a 50 ml round bottom-flask, there were charged 2-trimethylsilylethyl 6-(1-propenyl)salicylate (3.1 g, 11.0 mmol), 4,6-dimethoxy-2-methylsulfonylpyrimidine (2.4 g, 11.0 mmol), potassium carbonate (1.8 g, 13.0 mmol) and 10 ml of N,N-dimethylformamide (hereinafter referred to as "DMF"), and the resultant mixture was reacted for 1 hour at 80° C. After cooling the reaction mixture, DMF was distilled off under reduced pressure, and the residue thus obtained was dissolved in ethyl acetate, washed wi... The reactants are C(C)OC(C=C(CNC(CC1C2CCC1CC2)C(=O)OC)OC2=C(C=CC=C2)Cl)=O (4-(2-bicyclo[2.2.1]hept-7-yl-1-methoxycarbonyl-ethylamino)-3-(2-chloro-phenoxy)-but-2-enoic acid ethyl ester). The solvent is C(C)#N (acetonitrile). Conditions: temperature 150 celsius. Yields the product COC(C(CC1C2CCC1CC2)N2C(C=C(C2)OC2=C(C=CC=C2)Cl)=O)=O (3-bicyclo[2.2.1]hept-7-yl-2-[4-(2-chloro-phenoxy)-2-oxo-2,5-dihydro-pyrrol-1-yl]-propionic acid methyl ester). The yield is 47.2%. Reaction SMILES: C([O:3][C:4](=O)[CH:5]=[C:6]([O:22][C:23]1[CH:28]=[CH:27][CH:26]=[CH:25][C:24]=1[Cl:29])[CH2:7][NH:8][CH:9]([C:18]([O:20][CH3:21])=[O:19])[CH2:10][CH:11]1[CH:15]2[CH2:16][CH2:17][CH:12]1[CH2:13][CH2:14]2)C>C(#N)C>[CH3:21][O:20][C:18](=[O:19])[CH:9]([N:8]1[CH2:7][C:6]([O:22][C:23]2[CH:28]=[CH:27][CH:26]=[CH:25][C:24]=2[Cl:29])=[CH:5][C:4]1=[O:3])[CH2:10][CH:11]1[CH:12]2[CH2:13][CH2:14][CH:15]1[CH2:16][CH2:17]2. Procedure: A solution of 4-(2-bicyclo[2.2.1]hept-7-yl-1-methoxycarbonyl-ethylamino)-3-(2-chloro-phenoxy)-but-2-enoic acid ethyl ester (83 mg, 0.19 mmol) in acetonitrile (2 mL) was placed in a sealed microwave reaction tube and heated in a microwave reactor at 150° C. for 6 h. The mixture was concentrated in vacuo and purified by AnaLogix IntelliFlash flash chromatography (4 g column, 5% ethyl acetate/hexanes to 50% ethyl acetate/hexanes) which afforded 3-bicyclo[2.2.1]hept-7-yl-2-[4-(2-chloro-phenoxy)-2-ox... Starting materials: C(CC(=O)OCC)(=O)OCC (diethyl malonate), [H-].[Na+] (NaH), BrCC1=C(C=CC=C1[N+](=O)[O-])F (2-(Bromomethyl)-1-fluoro-3-nitrobenzene). Solvent: CN(C)C=O.C1CCOC1 (DMF THF), CN(C)C=O.C1CCOC1 (DMF THF). Conditions: time 30 minute. The product is FC1=C(CC(C(=O)OCC)C(=O)OCC)C(=CC=C1)[N+](=O)[O-] (diethyl 2-(2-Fluoro-6-nitrobenzyl)malonate). Yield: 123.6%. Reaction SMILES: [H-].[Na+].[C:3]([O:11][CH2:12][CH3:13])(=[O:10])[CH2:4][C:5]([O:7][CH2:8][CH3:9])=[O:6].Br[CH2:15][C:16]1[C:21]([N+:22]([O-:24])=[O:23])=[CH:20][CH:19]=[CH:18][C:17]=1[F:25]>CN(C=O)C.C1COCC1>[F:25][C:17]1[CH:18]=[CH:19][CH:20]=[C:21]([N+:22]([O-:24])=[O:23])[C:16]=1[CH2:15][CH:4]([C:5]([O:7][CH2:8][CH3:9])=[O:6])[C:3]([O:11][CH2:12][CH3:13])=[O:10] |f:0.1,4.5|. Procedure: To a suspension of NaH (5.2 g, 130 mmol) in DMF/THF (110 ml/45 ml) was added diethyl malonate (19 ml, 125 mmol) dropwise and the mixture was stirred for 30 min at room temperature. To the mixture was added 2-(Bromomethyl)-1-fluoro-3-nitrobenzene (29 g, 124 mmol) in DMF/THF (40 ml/30 ml) and the resulting mixture was refluxed for 3 h. After cooling, the excess reagent was quenched with brine and the mixture was extracted with ethyl acetate. The extract was dried over sodium sulfate and concentrat...